From a dataset of the Open Reaction Database (ORD), a public repository of structured organic reaction records. describe an organic reaction: reactants, conditions, products, and yield The product is P(=O)(OC)(OC)OC(C1=C(C=CC(=C1)C)C)P(=O)(OC)OC (Dimethyl α-(dimethoxyphosphinyl)2,5-dimethylbenzyl phosphate), oil. Procedure: A mixture of 5.0 g (20.7 mmol) dimethyl 2,5-dimethylbenzoylphosphonate and 2.73 g (24.8 mmol) dimethyl phosphite was heated at 110° for 5 h. The excess of dimethyl phosphite and the unreacted benzoylphosphonate were removed under vacuum. The yellow viscous residue was then purified by column chromatography with chloroform as the eluent. Dimethyl α-(dimethoxyphosphinyl)2,5-dimethylbenzyl phosphate was obtained as a white oil (2.06 g, 29%); GLC and TLC analysis showed the compound to be pure. The yield is 29.0%. RXN SMILES: [CH3:1][C:2]1[CH:15]=[CH:14][C:13]([CH3:16])=[CH:12][C:3]=1[C:4]([P:6](=[O:11])([O:9][CH3:10])[O:7][CH3:8])=[O:5].[P:17]([O-:22])([O:20][CH3:21])[O:18][CH3:19]>>[P:17]([O:5][CH:4]([P:6]([O:9][CH3:10])([O:7][CH3:8])=[O:11])[C:3]1[CH:12]=[C:13]([CH3:16])[CH:14]=[CH:15][C:2]=1[CH3:1])([O:20][CH3:21])([O:18][CH3:19])=[O:22]. The reactants are CC1=C(C(=O)P(OC)(OC)=O)C=C(C=C1)C (dimethyl 2,5-dimethylbenzoylphosphonate), P(OC)(OC)[O-] (dimethyl phosphite). The reactants are CC=CC(=O)Cl, CN(C)Cc1ccccc1, CCCCCCC, CCCCCCC(C)c1cc([N+](=O)[O-])cc([N+](=O)[O-])c1O. Product: CC=CC(=O)Oc1c(C(C)CCCCCC)cc([N+](=O)[O-])cc1[N+](=O)[O-]. RXN SMILES: [C:32]([CH:33]=[CH:34][CH3:35])(=[O:36])[Cl:37].[CH2:22]([N:23]([CH3:24])[CH3:25])[c:26]1[cH:27][cH:28][cH:29][cH:30][cH:31]1.[CH3:38][CH2:39][CH2:40][CH2:41][CH2:42][CH2:43][CH3:44].[N+:1](=[O:2])([O-:3])[c:4]1[c:5]([OH:21])[c:6]([CH:13]([CH2:14][CH2:15][CH2:16][CH2:17][CH2:18][CH3:19])[CH3:20])[cH:7][c:8]([N+:10](=[O:11])[O-:12])[cH:9]1>>[N+:1](=[O:2])([O-:3])[c:4]1[c:5]([O:21][C:32]([CH:33]=[CH:34][CH3:35])=[O:36])[c:6]([CH:13]([CH2:14][CH2:15][CH2:16][CH2:17][CH2:18][CH3:19])[CH3:20])[cH:7][c:8]([N+:10](=[O:11])[O-:12])[cH:9]1. RXN SMILES: [OH-:1].[Na+].O.[CH:4]([CH:6](O)[C:7]1[CH:12]=[CH:11][CH:10]=[CH:9][CH:8]=1)=[CH2:5].[Br:14][CH2:15][CH2:16][CH2:17][CH2:18]Br>[Br-].C([N+](CCCC)(CCCC)CCCC)CCC.C1(C)C=CC=CC=1>[Br:14][CH2:15][CH2:16][CH2:17][CH2:18][O:1][CH2:5][CH:4]=[CH:6][C:7]1[CH:12]=[CH:11][CH:10]=[CH:9][CH:8]=1 |f:0.1,5.6|. The reactants are [OH-].[Na+] (sodium hydroxide), O (water), C(=C)C(C1=CC=CC=C1)O (vinylbenzyl alcohol), BrCCCCBr (1,4-dibromobutane). Procedure details: An amount of 20 g (0.5 mol) of sodium hydroxide and 20 ml of water were placed into a four-necked flask of 300 ml in capacity and then stirred to prepare a homogeneous solution. The temperature of this solution was reverted to room temperature, and then thereto a solution as prepared by dissolving 13.42 g (0.1 mol) of vinylbenzyl alcohol (mixture of m-isomer and p-isomer), 32.39 g (0.15 mol) of 1,4-dibromobutane, and 3.22 g (0.01 mol) of tetrabutylammonium bromide into 100 ml of toluene was adde... Product: BrCCCCOCC=CC1=CC=CC=C1 (4-bromobutoxymethylstyrene). Solvent: C1(=CC=CC=C1)C (toluene). The reagents and catalysts are [Br-].C(CCC)[N+](CCCC)(CCCC)CCCC (tetrabutylammonium bromide). The reactants are CON1C(C)(C)CC(O)CC1(C)C, Cc1ccccc1C, COC(=O)CCc1cc(-n2nc3ccccc3n2)c(O)c(C(C)(C)C)c1. The product is CON1C(C)(C)CC(OC(=O)CCc2cc(-n3nc4ccccc4n3)c(O)c(C(C)(C)C)c2)CC1(C)C. As a reaction SMILES: [OH:27][CH:28]1[CH2:29][C:30]([CH3:38])([CH3:39])[N:31]([O:36][CH3:37])[C:32]([CH3:34])([CH3:35])[CH2:33]1.[c:40]1([CH3:41])[c:42]([CH3:43])[cH:44][cH:45][cH:46][cH:47]1.[n:1]1[n:2](-[c:10]2[cH:11][c:12]([CH2:13][CH2:14][C:15](=[O:16])[O:17][CH3:18])[cH:19][c:20]([C:23]([CH3:24])([CH3:25])[CH3:26])[c:21]2[OH:22])[n:3][c:4]2[c:5]1[cH:6][cH:7][cH:8][cH:9]2>>[n:1]1[n:2](-[c:10]2[cH:11][c:12]([CH2:13][CH2:14][C:15](=[O:16])[O:17][CH:18]3[CH2:29][C:30]([CH3:38])([CH3:39])[N:31]([O:36][CH3:37])[C:32]([CH3:33])([CH3:34])[CH2:35]3)[cH:19][c:20]([C:23]([CH3:24])([CH3:25])[CH3:26])[c:21]2[OH:22])[n:3][c:4]2[c:5]1[cH:6][cH:7][cH:8][cH:9]2. Reactants: C(C=C)N1C(N([C@H]2[C@H](O)[C@H](O)[C@@H](CO)O2)C=2N=C(NC(C12)=O)N)=O (7-allyl-8-oxoguanosine). Reagents/catalysts: [Pd] (Pd/C). Solvent: C(C)O (ethanol). Conditions: time 3 hour. Yields the product C(CC)N1C(N([C@H]2[C@H](O)[C@H](O)[C@@H](CO)O2)C=2N=C(NC(C12)=O)N)=O (7-Propyl-8-oxoguanosine). Yield: 55.0%. RXN SMILES: [CH2:1]([N:4]1[C:21]2[C:20](=[O:22])[NH:19][C:18]([NH2:23])=[N:17][C:16]=2[N:6]([C@@H:7]2[O:15][C@H:12]([CH2:13][OH:14])[C@@H:10]([OH:11])[C@H:8]2[OH:9])[C:5]1=[O:24])[CH:2]=[CH2:3]>[Pd].C(O)C>[CH2:1]([N:4]1[C:21]2[C:20](=[O:22])[NH:19][C:18]([NH2:23])=[N:17][C:16]=2[N:6]([C@@H:7]2[O:15][C@H:12]([CH2:13][OH:14])[C@@H:10]([OH:11])[C@H:8]2[OH:9])[C:5]1=[O:24])[CH2:2][CH3:3]. Procedure details: A mixture of 7-allyl-8-oxoguanosine (Example 8; 1.0 g, 2.9 mM) 10% Pd/C (100 mg) and ethanol (100 ml) was stirred at room temperature under an atmosphere of hydrogen for 3 hours. The catalyst was filtered through a pad of Celite and washed with ethanol (100 ml). The combined filtrate was concentrated in vacuo. The residue was dissolved in methanol (20 ml) and treated with ether (200 ml). The resulting solid was filtered and dried at 60° C. to provide the title compound in 55% yield as a white po...